From a dataset of the Open Reaction Database (ORD), a public repository of structured organic reaction records. describe an organic reaction: reactants, conditions, products, and yield The reactants are ClC1=CC=NC2=C(C=CC=C12)CN (C-(4-chloroquinolin-8-yl)methylamine), C(=O)([O-])[O-].[K+].[K+] (K2CO3), OC1=CC=C(C(=O)N)C=C1 (4-hydroxybenzamide). Run in CN(C)C=O (DMF). Conditions: temperature 100 celsius. The product is NCC=1C=CC=C2C(=CC=NC12)OC1=CC=C(C(=O)N)C=C1 (4-(8-Aminomethylquinolin-4-yloxy)benzamide). RXN SMILES: Cl[C:2]1[C:11]2[C:6](=[C:7]([CH2:12][NH2:13])[CH:8]=[CH:9][CH:10]=2)[N:5]=[CH:4][CH:3]=1.C([O-])([O-])=O.[K+].[K+].[OH:20][C:21]1[CH:29]=[CH:28][C:24]([C:25]([NH2:27])=[O:26])=[CH:23][CH:22]=1>CN(C=O)C>[NH2:13][CH2:12][C:7]1[CH:8]=[CH:9][CH:10]=[C:11]2[C:6]=1[N:5]=[CH:4][CH:3]=[C:2]2[O:20][C:21]1[CH:29]=[CH:28][C:24]([C:25]([NH2:27])=[O:26])=[CH:23][CH:22]=1 |f:1.2.3|. Procedure: A mixture of C-(4-chloroquinolin-8-yl)methylamine (Preparation 89) (129 mg, 0.67 mmol), K2CO3 (186 mg, 1.34 mmol) and 4-hydroxybenzamide (110 mg, 0.81 mmol) in DMF (4 mL) were heated in a microwave at 100° C. for 40 min (150 W). Solvent removed in vacuo. The mixture was partitioned between EtOAc (50 mL) and water (20 mL), and the aqueous phase was further extracted with EtOAc (2×20 mL). The combined organic phase was washed with brine (20 mL) and dried (MgSO4). Solvent was removed in vacuo and t... As a reaction SMILES: [CH2:30]1[O:31][CH2:32][CH2:33][CH2:34]1.[CH3:19][S:20](=[O:21])(=[O:22])[Cl:23].[F:1][CH:2]1[CH2:3][CH:4]([n:9]2[c:10](=[O:11])[nH:12][c:13](=[O:14])[c:15]([CH2:17][CH3:18])[cH:16]2)[O:5][CH:6]1[CH2:7][OH:8].[cH:24]1[cH:25][cH:26][n:27][cH:28][cH:29]1>>[F:1][CH:2]1[CH2:3][CH:4]([n:9]2[c:10](=[O:11])[nH:12][c:13](=[O:14])[c:15]([CH2:17][CH3:18])[cH:16]2)[O:5][CH:6]1[CH2:7][O:8][S:20]([CH3:19])(=[O:21])=[O:22]. The reactants are C1CCOC1, CS(=O)(=O)Cl, CCc1cn(C2CC(F)C(CO)O2)c(=O)[nH]c1=O, c1ccncc1. Yields the product CCc1cn(C2CC(F)C(COS(C)(=O)=O)O2)c(=O)[nH]c1=O. Starting materials: [OH-].[Na+] (sodium hydroxide), FC1=CC2=C(NC(=N2)C(O)C2=CC=C(C=C2)OC(F)(F)F)C=C1 ((5-Fluoro-1H-benzimidazol-2-yl)-(4-trifluoromethoxyphenyl)methanol), C(C)(C)O (isopropanol), aqueous solution, S(O)(O)(=O)=O (sulfuric acid). Reaction conditions: temperature 160 celsius. Product: FC1=CC2=C(NC(=N2)C(C2=CC=C(C=C2)OC(F)(F)F)OC(C)C)C=C1 (5-Fluoro-2-[isopropoxy(4-trifluoromethoxyphenyl)methyl]-1H-benzimidazole). As a reaction SMILES: [F:1][C:2]1[CH:23]=[CH:22][C:5]2[NH:6][C:7]([CH:9]([C:11]3[CH:16]=[CH:15][C:14]([O:17][C:18]([F:21])([F:20])[F:19])=[CH:13][CH:12]=3)[OH:10])=[N:8][C:4]=2[CH:3]=1.S(=O)(=O)(O)O.[OH-].[Na+].[CH:31](O)([CH3:33])[CH3:32]>>[F:1][C:2]1[CH:23]=[CH:22][C:5]2[NH:6][C:7]([CH:9]([O:10][CH:31]([CH3:33])[CH3:32])[C:11]3[CH:16]=[CH:15][C:14]([O:17][C:18]([F:20])([F:19])[F:21])=[CH:13][CH:12]=3)=[N:8][C:4]=2[CH:3]=1 |f:2.3|. Reported procedure: The compound of Example 1 (123 mg) was dissolved in isopropanol (2 mL), and concentrated sulfuric acid (41 mg) was added thereto. The mixture was heated at 140° C. for one hour and at 160° C. for 2 hours by means of a microwave reaction apparatus. The reaction mixture was basified with a 10% aqueous solution of sodium hydroxide and extracted with chloroform. The organic layer was washed with saturated brine and then dried over anhydrous sodium sulfate. After distilling off the solvent under redu... Starting materials: CO, [Na+], C1CCOC1, [OH-], COC(=O)c1ccc2[nH]nc(-c3cc4ccccc4o3)c2c1. The product is O=C(O)c1ccc2[nH]nc(-c3cc4ccccc4o3)c2c1. Reaction SMILES: [CH3:25][OH:26].[Na+:24].[O:27]1[CH2:28][CH2:29][CH2:30][CH2:31]1.[OH-:23].[o:1]1[c:2]2[c:3]([cH:4][c:5]1-[c:6]1[n:7][nH:8][c:9]3[cH:10][cH:11][c:12]([C:15](=[O:16])[O:17][CH3:18])[cH:13][c:14]13)[cH:19][cH:20][cH:21][cH:22]2>>[o:1]1[c:2]2[c:3]([cH:4][c:5]1-[c:6]1[n:7][nH:8][c:9]3[cH:10][cH:11][c:12]([C:15](=[O:16])[OH:17])[cH:13][c:14]13)[cH:19][cH:20][cH:21][cH:22]2. Starting materials: C[Si](C)(C)Cl, CC#N, CCOC(=O)CC1(O)CCCCc2nc(C(C)(C)C)n(Cc3ccc(Cl)cc3)c21, [I-], [Na+]. Yields the product CCOC(=O)CC1CCCCc2nc(C(C)(C)C)n(Cc3ccc(Cl)cc3)c21. As a reaction SMILES: [CH3:1][Si:2]([Cl:3])([CH3:4])[CH3:5].[CH3:37][C:38]#[N:39].[Cl:8][c:9]1[cH:10][cH:11][c:12]([CH2:15][n:16]2[c:17]([C:33]([CH3:34])([CH3:35])[CH3:36])[n:18][c:19]3[c:20]2[C:21]([OH:26])([CH2:27][C:28](=[O:29])[O:30][CH2:31][CH3:32])[CH2:22][CH2:23][CH2:24][CH2:25]3)[cH:13][cH:14]1.[I-:7].[Na+:6]>>[Cl:8][c:9]1[cH:10][cH:11][c:12]([CH2:15][n:16]2[c:17]([C:33]([CH3:34])([CH3:35])[CH3:36])[n:18][c:19]3[c:20]2[CH:21]([CH2:27][C:28](=[O:29])[O:30][CH2:31][CH3:32])[CH2:22][CH2:23][CH2:24][CH2:25]3)[cH:13][cH:14]1.